This data is from the Open Reaction Database (ORD), a public repository of structured organic reaction records. The task is: describe an organic reaction: reactants, conditions, products, and yield Run in O1CCCC1 (tetrahydrofuran), O (water), O1CCCC1 (tetrahydrofuran). As a reaction SMILES: Br[C:2]1[CH:7]=[CH:6][C:5]([O:8][CH3:9])=[C:4]([O:10][CH:11]2[CH2:15][CH2:14][CH2:13][CH2:12]2)[CH:3]=1.C([Li])CCC.C([O:24][C:25]1[CH2:29][CH2:28][C:27](=O)[CH:26]=1)(C)C.Cl>O1CCCC1.O>[CH:11]1([O:10][C:4]2[CH:3]=[C:2]([C:27]3[CH2:28][CH2:29][C:25](=[O:24])[CH:26]=3)[CH:7]=[CH:6][C:5]=2[O:8][CH3:9])[CH2:15][CH2:14][CH2:13][CH2:12]1. Reaction conditions: temperature -78 celsius, time 1.25 hour. Procedure: To a solution of 4-bromo-2-cyclopentyloxy-1-methoxybenzene (preparation 4) (9.50 g, 35.0 mmol) in tetrahydrofuran (70 ml) at -78° C. under an argon atmosphere was added dropwise n-butyllithium (15 ml of 2.5M solution, 37.5 mmol). The resulting mixture was stirred at -78° C. for 1.25 hr and added dropwise to a cooled solution (0° C.) of 3-isopropoxy-2-cyclopentenone (4.95 g, 35.3 mmol) in tetrahydrofuran (20 ml). Upon completion of the addition, the reaction mixture was allowed to warm to room te... The product is C1(CCCC1)OC=1C=C(C=CC1OC)C1=CC(CC1)=O (3-(3-Cyclopentyloxy-4-methoxyphenyl)cyclopent-2-en-1-one). The reactants are BrC1=CC(=C(C=C1)OC)OC1CCCC1 (4-bromo-2-cyclopentyloxy-1-methoxybenzene), C(CCC)[Li] (n-butyllithium), Cl (Hydrochloric acid), C(C)(C)OC1=CC(CC1)=O (3-isopropoxy-2-cyclopentenone).